This data is from the Open Reaction Database (ORD), a public repository of structured organic reaction records. The task is: describe an organic reaction: reactants, conditions, products, and yield The reactants are C(C)(=O)C(CCCCCCC(=O)OCC)CCCC(COC1=CC(=CC=C1)C(F)(F)F)O (ethyl 8-acetyl-12-hydroxy-13-(3-trifluoromethylphenoxy)tridecanoate), [OH-].[Na+] (sodium hydroxide). Run in O (water), CO (methanol). The product is C(C)(=O)C(CCCCCCC(=O)O)CCCC(COC1=CC(=CC=C1)C(F)(F)F)O (8-Acetyl-12-hydroxy-13-(3-trifluoromethylphenoxy)tridecanoic Acid). As a reaction SMILES: [C:1]([CH:4]([CH2:16][CH2:17][CH2:18][CH:19]([OH:32])[CH2:20][O:21][C:22]1[CH:27]=[CH:26][CH:25]=[C:24]([C:28]([F:31])([F:30])[F:29])[CH:23]=1)[CH2:5][CH2:6][CH2:7][CH2:8][CH2:9][CH2:10][C:11]([O:13]CC)=[O:12])(=[O:3])[CH3:2].[OH-].[Na+]>O.CO>[C:1]([CH:4]([CH2:16][CH2:17][CH2:18][CH:19]([OH:32])[CH2:20][O:21][C:22]1[CH:27]=[CH:26][CH:25]=[C:24]([C:28]([F:30])([F:31])[F:29])[CH:23]=1)[CH2:5][CH2:6][CH2:7][CH2:8][CH2:9][CH2:10][C:11]([OH:13])=[O:12])(=[O:3])[CH3:2] |f:1.2|. Procedure: A solution of ethyl 8-acetyl-12-hydroxy-13-(3-trifluoromethylphenoxy)tridecanoate (17.4 g., 0.038 mole) and sodium hydroxide (4 g., 0.1 mole) in water (30 ml.) and methanol (120 ml.) is heated at 60° for 16 hours. Most of the methanol is then removed by distillation in vacuo. The residue is dissolved in 150 ml. of water and extracted with ether. The aqueous solution is acidified with concentrated hydrochloric acid. The oily product is taken up in ether and dried over sodium sulfate. Ether is eva...